This data is from the Open Reaction Database (ORD), a public repository of structured organic reaction records. The task is: describe an organic reaction: reactants, conditions, products, and yield Reactants: ClC=1C=C(/C(/N)=N/O)C=CC1 ((Z)-3-chloro-N′-hydroxybenzimidamide), O=C1N(C(C2=CC=CC=C12)=O)[C@H](C(=O)O)C ((S)-2-(1,3-dioxoisoindolin-2-yl)propanoic acid), C(=NC1CCCCC1)=NC1CCCCC1 (N,N′-methanediylidenedicyclohexanamine). Reaction conditions: temperature 100 celsius. Yields the product ClC=1C=C(C=CC1)C1=NOC(=N1)[C@H](C)N1C(C2=CC=CC=C2C1=O)=O ((S)-2-(1-(3-(3-chlorophenyl)-1,2,4-oxadiazol-5-yl)ethyl)isoindoline-1,3-dione). RXN SMILES: [Cl:1][C:2]1[CH:3]=[C:4]([CH:9]=[CH:10][CH:11]=1)/[C:5](=[N:7]/[OH:8])/[NH2:6].[O:12]=[C:13]1[C:21]2[C:16](=[CH:17][CH:18]=[CH:19][CH:20]=2)[C:15](=[O:22])[N:14]1[C@@H:23]([CH3:27])[C:24](O)=O.C(=NC1CCCCC1)=NC1CCCCC1>>[Cl:1][C:2]1[CH:3]=[C:4]([C:5]2[N:6]=[C:27]([C@@H:23]([N:14]3[C:15](=[O:22])[C:16]4[C:21](=[CH:20][CH:19]=[CH:18][CH:17]=4)[C:13]3=[O:12])[CH3:24])[O:8][N:7]=2)[CH:9]=[CH:10][CH:11]=1. Reported procedure: To a stirred solution of (Z)-3-chloro-N′-hydroxybenzimidamide (500 mg, 2.93 mmol) and (S)-2-(1,3-dioxoisoindolin-2-yl)propanoic acid (642 mg, 2.93 mmol) was added N,N′-methanediylidenedicyclohexanamine (1.1 eq, 665 mg, 3.22 mmol) and allowed to reflux at 100° C. for 12 hours. Concentrate in vacuo, dilute w/EtOAc, filter washing w/EtOAc, wash w/water, brine, concentrate in vacuo. Flash column chromatography (silica, 40 g) eluting w/0-10% EtOAc/DCM afforded 300 mg. HRMS m/z 353.0567 Starting materials: ClC1=CC2=C(CC3(CN(CC4=CC=CC=C34)C(NC)=S)O2)C=C1 (6-chloro-2'-(N-methylthiocarbamyl)spiro[benzofuran-2(3H),4'(2'H)-isoquinoline]), IC (iodomethane), C(C)O (ethanol). Run in CCOCC (ether). Product: I.ClC1=CC2=C(CC3(CN(CC4=CC=CC=C34)C(NC)=SC)O2)C=C1 (6-Chloro-2'-(N,S-dimethylthiocarbamyl)spiro[benzofuran-2(3H),4'(2'H)isoquinoline] hydroiodide). Isolated yield 99.0%. Reaction SMILES: [Cl:1][C:2]1[CH:23]=[CH:22][C:5]2[CH2:6][C:7]3([O:21][C:4]=2[CH:3]=1)[C:16]1[C:11](=[CH:12][CH:13]=[CH:14][CH:15]=1)[CH2:10][N:9]([C:17](=[S:20])[NH:18][CH3:19])[CH2:8]3.[I:24]C.[CH2:26](O)C>CCOCC>[IH:24].[Cl:1][C:2]1[CH:23]=[CH:22][C:5]2[CH2:6][C:7]3([O:21][C:4]=2[CH:3]=1)[C:16]1[C:11](=[CH:12][CH:13]=[CH:14][CH:15]=1)[CH2:10][N:9]([C:17](=[SH:20][CH3:26])[NH:18][CH3:19])[CH2:8]3 |f:4.5|. Procedure: A solution of 6-chloro-2'-(N-methylthiocarbamyl)spiro[benzofuran-2(3H),4'(2'H)-isoquinoline] (12.0 g) and iodomethane (7.4 g) methanol (150 ml) and ethanol (100 ml) is heated under reflux for four hours. Removal of solvents in vacuo yields a solid which, upon trituration with ether, yields product as a solid (16.4 g, 99%). An analytical sample is recrystallized from ethyl acetate/methanol to yield a white solid, 181°-182° (dec.). Reactants: C(O)CN (ethanolamine), C(C1CO1)OCCCCCCCCCCCCCCCC (hexadecyl glycidyl ether). Reaction conditions: time 45 minute. Yields the product OC(CNCCO)COCCCCCCCCCCCCCCCC (N-(2-hydroxy-3-hexadecyloxypropyl)ethanolamine). The yield is 62.4%. RXN SMILES: [CH2:1]([CH2:3][NH2:4])[OH:2].[CH2:5]([O:9][CH2:10][CH2:11][CH2:12][CH2:13][CH2:14][CH2:15][CH2:16][CH2:17][CH2:18][CH2:19][CH2:20][CH2:21][CH2:22][CH2:23][CH2:24][CH3:25])[CH:6]1[O:8][CH2:7]1>>[OH:8][CH:6]([CH2:5][O:9][CH2:10][CH2:11][CH2:12][CH2:13][CH2:14][CH2:15][CH2:16][CH2:17][CH2:18][CH2:19][CH2:20][CH2:21][CH2:22][CH2:23][CH2:24][CH3:25])[CH2:7][NH:4][CH2:3][CH2:1][OH:2]. Procedure details: 61.1 g (1.0 mol) of ethanolamine was introduced into a 200-ml four-necked flask equipped with a stirrer, a dropping funnel, a thermometer and a reflux condenser and heated to 60° to 70° C. under stirring. 24.3 g (0.082 mol) of hexadecyl glycidyl ether was added dropwise thereto over a period of 45 minutes. After the addition was completed, the resulting mixture was heated and stirred under the same conditions as those described above for additional two hours. Then unreacted ethanolamine was dist... The reactants are O=C(O)C1CN(C(=O)OCc2ccccc2)C1, C1CCOC1, CNOC, CCN(C(C)C)C(C)C, Cl, On1nnc2ccccc21. Product: CON(C)C(=O)C1CN(C(=O)OCc2ccccc2)C1. RXN SMILES: [CH2:1]([c:2]1[cH:3][cH:4][cH:5][cH:6][cH:7]1)[O:8][C:9](=[O:10])[N:11]1[CH2:12][CH:13]([C:15](=[O:16])[OH:17])[CH2:14]1.[CH2:42]1[O:43][CH2:44][CH2:45][CH2:46]1.[CH3:19][NH:20][O:21][CH3:22].[CH:33]([N:34]([CH2:35][CH3:36])[CH:37]([CH3:38])[CH3:39])([CH3:40])[CH3:41].[ClH:18].[OH:23][n:24]1[c:25]2[c:26]([cH:27][cH:28][cH:29][cH:30]2)[n:31][n:32]1>>[CH2:1]([c:2]1[cH:3][cH:4][cH:5][cH:6][cH:7]1)[O:8][C:9](=[O:10])[N:11]1[CH2:12][CH:13]([C:15](=[O:17])[N:20]([CH3:19])[O:21][CH3:22])[CH2:14]1. Reactants: ClC(=C(C)C)N(C)C (1-Chloro-N,N,2-trimethyl-1-propenylamine), N1(CCC1)C(=O)C1=CC=C(C=N1)OC=1C=C(C(=O)O)C=C(C1)O[C@H](CO[Si](C)(C)C(C)(C)C)C (3-{[6-(azetidin-1-ylcarbonyl)pyridin-3-yl]oxy}-5-[((1S)-2-{[(1,1-dimethylethyl)(dimethyl)silyl]oxy}-1-methylethyl)oxy]benzoic acid), NC1=NC=C(N=C1)C (2-Amino-5-methylpyrazine), N1=CC=CC=C1 (pyridine). The solvent is C(Cl)Cl (DCM). Run at time 1 hour. The product is N1(CCC1)C(=O)C1=CC=C(C=N1)OC=1C=C(C(=O)NC2=NC=C(N=C2)C)C=C(C1)O[C@H](CO[Si](C)(C)C(C)(C)C)C (3-{[6-(Azetidin-1-ylcarbonyl)pyridin-3-yl]oxy}-5-[((1S)-2-{[(1,1-dimethylethyl)(dimethyl)silyl]oxy}-1-methylethyl)oxy]-N-(5-methylpyrazin-2-yl)benzamide). The yield is 22.9%. Reaction SMILES: ClC(N(C)C)=C(C)C.[N:9]1([C:13]([C:15]2[N:20]=[CH:19][C:18]([O:21][C:22]3[CH:23]=[C:24]([CH:28]=[C:29]([O:31][C@@H:32]([CH3:42])[CH2:33][O:34][Si:35]([C:38]([CH3:41])([CH3:40])[CH3:39])([CH3:37])[CH3:36])[CH:30]=3)[C:25](O)=[O:26])=[CH:17][CH:16]=2)=[O:14])[CH2:12][CH2:11][CH2:10]1.[NH2:43][C:44]1[CH:49]=[N:48][C:47]([CH3:50])=[CH:46][N:45]=1.N1C=CC=CC=1>C(Cl)Cl>[N:9]1([C:13]([C:15]2[N:20]=[CH:19][C:18]([O:21][C:22]3[CH:23]=[C:24]([CH:28]=[C:29]([O:31][C@@H:32]([CH3:42])[CH2:33][O:34][Si:35]([C:38]([CH3:41])([CH3:40])[CH3:39])([CH3:36])[CH3:37])[CH:30]=3)[C:25]([NH:43][C:44]3[CH:49]=[N:48][C:47]([CH3:50])=[CH:46][N:45]=3)=[O:26])=[CH:17][CH:16]=2)=[O:14])[CH2:10][CH2:11][CH2:12]1. Reported procedure: 1-Chloro-N,N,2-trimethyl-1-propenylamine (0.11 mL, 0.80 mmol) was added to a solution of 3-{[6-(azetidin-1-ylcarbonyl)pyridin-3-yl]oxy}-5-[((1S)-2-{[(1,1-dimethylethyl)(dimethyl)silyl]oxy}-1-methylethyl)oxy]benzoic acid (0.3 g, 0.62 mmol) in DCM (10 mL) and stirred for 1 hour. 2-Amino-5-methylpyrazine (135 mg, 1.23 mmol), then pyridine (0.1 mL, 1.23 mmol), were added and the mixture stirred for a further 30 mins before being reduced in vacuo and partitioned between ethyl acetate (50 mL) and wate...